This data is from the Open Reaction Database (ORD), a public repository of structured organic reaction records. The task is: describe an organic reaction: reactants, conditions, products, and yield The reactants are COC=1C=C2C(=CNC2=CC1)CC=1CNCCC1 (5-methoxy-3-(1,2,5,6-tetrahydro-pyridin-3-ylmethyl)-1H-indole), C([O-])([O-])=O.[K+].[K+] (potassium carbonate), [I-].[K+] (potassium iodide), ClCCCCC1=CC=C(C=C1)F (1-(4-chloro-butyl)-4-fluoro-benzene). Reaction SMILES: [CH3:1][O:2][C:3]1[CH:4]=[C:5]2[C:9](=[CH:10][CH:11]=1)[NH:8][CH:7]=[C:6]2[CH2:12][C:13]1[CH2:14][NH:15][CH2:16][CH2:17][CH:18]=1.C(=O)([O-])[O-].[K+].[K+].[I-].[K+].Cl[CH2:28][CH2:29][CH2:30][CH2:31][C:32]1[CH:37]=[CH:36][C:35]([F:38])=[CH:34][CH:33]=1>CN(C)C=O>[CH3:1][O:2][C:3]1[CH:4]=[C:5]2[C:9](=[CH:10][CH:11]=1)[NH:8][CH:7]=[C:6]2[CH2:12][C:13]1[CH2:14][N:15]([CH2:28][CH2:29][CH2:30][CH2:31][C:32]2[CH:33]=[CH:34][C:35]([F:38])=[CH:36][CH:37]=2)[CH2:16][CH2:17][CH:18]=1 |f:1.2.3,4.5|. Reported procedure: A mixture of compound of Description 5 [5-methoxy-3-(1,2,5,6-tetrahydro-pyridin-3-ylmethyl)-1H-indole] (1.4 g; 0.0058 mol), potassium carbonate (4 g; 0.0029 mol), a catalytic amount of potassium iodide (0.030 g) and compound of Description 9 [1-(4-chloro-butyl)-4-fluoro-benzene] (5.4 g; 0.029 mol) in dimethylformamide (40 ml) was heated at 80° C. for 6 hours. The reaction mixture was cool down to room temperature. quenched with water and then extracted with ethyl acetate. The organic extract was... Solvent: CN(C=O)C (dimethylformamide). Product: COC=1C=C2C(=CNC2=CC1)CC=1CN(CCC1)CCCCC1=CC=C(C=C1)F (5-methoxy-3-[N-(4-(4-fluoro-phenyl)-butyl)-1,2,5,6-tetrahydro-pyridin-3-ylmethyl]-1H-indole).